This data is from the Open Reaction Database (ORD), a public repository of structured organic reaction records. The task is: describe an organic reaction: reactants, conditions, products, and yield Starting materials: NC=1C=C(C=CC1)O (m-aminophenol), FC1=CC=C(C(=O)C2=CC=C(OC=3C=C(C(=O)O)C=CC3)C=C2)C=C1 (3-[4-(4-fluorobenzoyl)phenoxy]benzoic acid), C([O-])([O-])=O.[K+].[K+] (potassium carbonate), Cl (hydrochloric acid). Run in CS(=O)C (dimethylsulfoxide), O (water). Reaction conditions: time 8 hour. The product is NC=1C=C(OC2=C(C(=O)C3=CC=C(OC=4C=C(C(=O)O)C=CC4)C=C3)C=CC=C2)C=CC1 (3-[4-(3-aminophenoxybenzoyl)phenoxy]benzoic acid). The yield is 14.0%. Reaction SMILES: [NH2:1][C:2]1[CH:3]=[C:4]([OH:8])[CH:5]=[CH:6][CH:7]=1.F[C:10]1[CH:33]=[CH:32][C:13]([C:14]([C:16]2[CH:31]=[CH:30][C:19]([O:20][C:21]3[CH:22]=[C:23]([CH:27]=[CH:28][CH:29]=3)[C:24]([OH:26])=[O:25])=[CH:18][CH:17]=2)=[O:15])=[CH:12][CH:11]=1.C(=O)([O-])[O-].[K+].[K+].Cl>CS(C)=O.O>[NH2:1][C:2]1[CH:3]=[C:4]([CH:5]=[CH:6][CH:7]=1)[O:8][C:32]1[CH:33]=[CH:10][CH:11]=[CH:12][C:13]=1[C:14]([C:16]1[CH:31]=[CH:30][C:19]([O:20][C:21]2[CH:22]=[C:23]([CH:27]=[CH:28][CH:29]=2)[C:24]([OH:26])=[O:25])=[CH:18][CH:17]=1)=[O:15] |f:2.3.4|. Procedure details: A mixture of m-aminophenol (0.64 g, 5.87 mmol), 3-[4-(4-fluorobenzoyl)phenoxy]benzoic acid (2.0 g, 5.95 mmol), and anhydrous potassium carbonate (4.0 g) was stirred in dry dimethylsulfoxide (20 ml) at 120° C. under nitrogen for 48 hours. The cooled reaction mixture was poured into water and carefully neutralized with conc. hydrochloric acid to precipitate 2.58 g of a white solid. The crude product was digested in hot toluene, and the toluene solution (after decanting from a large quantity of gum...